Dataset: the Open Reaction Database (ORD), a public repository of structured organic reaction records. Task: describe an organic reaction: reactants, conditions, products, and yield The yield is 67.5%. Reaction SMILES: [Cl:1][C:2]1[CH:3]=[C:4]([CH2:8][C:9]([OH:11])=O)[CH:5]=[CH:6][CH:7]=1.[OH:12][C:13]1[C:19]([Br:20])=[CH:18][C:17]([Cl:21])=[CH:16][C:14]=1[NH2:15].C(N1C=CN=C1)(N1C=CN=C1)=O>>[Cl:1][C:2]1[CH:3]=[C:4]([CH2:8][C:9]([NH:15][C:14]2[CH:16]=[C:17]([Cl:21])[CH:18]=[C:19]([Br:20])[C:13]=2[OH:12])=[O:11])[CH:5]=[CH:6][CH:7]=1. Yields the product ClC=1C=C(C=CC1)CC(=O)NC1=C(C(=CC(=C1)Cl)Br)O (N-(3-chlorophenylacetyl)-2-hydroxy-3-bromo-5-chloroaniline). The reactants are ClC=1C=C(C=CC1)CC(=O)O (3-chlorophenylacetic acid), OC1=C(N)C=C(C=C1Br)Cl (2-hydroxy-3-bromo-5-chloroaniline), C(=O)(N1C=NC=C1)N1C=NC=C1 (1,1′-carbonyl diimidazole), amide. Reported procedure: Using the normal amide forming conditions, the condensation of 3-chlorophenylacetic acid (13.54 g, 0.079 mol) and 2-hydroxy-3-bromo-5-chloroaniline (17.7 g, 0.079 mol) with 1,1′-carbonyl diimidazole (13.5 g, 0.083 mol) gave the title compound (20 g). Reactants: CC(=O)NC(CCCCNC(=O)OCc1ccccc1)C(=O)O, CCOC(=O)C1CCC(NC(=O)C2(CC(CN)C(=O)OC(C)(C)C)CCCC2)CC1, CCN=C=NCCCN(C)C, CN1CCOCC1, ClCCl, On1nnc2ccccc21. The product is CCOC(=O)C1CCC(NC(=O)C2(CC(C(=O)OC(C)(C)C)C(N)C(=O)C(CCCCNC(=O)OCc3ccccc3)NC(C)=O)CCCC2)CC1. RXN SMILES: [C:18]([CH3:19])(=[O:20])[NH:21][CH:22]([CH2:23][CH2:24][CH2:25][CH2:26][NH:27][C:28](=[O:29])[O:30][CH2:31][c:32]1[cH:33][cH:34][cH:35][cH:36][cH:37]1)[C:38](=[O:39])[OH:40].[C:52]([CH3:53])([CH3:54])([CH3:55])[O:56][C:57]([CH:58]([CH2:59][C:60]1([C:65]([NH:66][CH:67]2[CH2:68][CH2:69][CH:70]([C:73](=[O:74])[O:75][CH2:76][CH3:77])[CH2:71][CH2:72]2)=[O:78])[CH2:61][CH2:62][CH2:63][CH2:64]1)[CH2:79][NH2:80])=[O:81].[CH2:41]([N:42]=[C:43]=[N:44][CH2:45][CH2:46][CH2:47][N:48]([CH3:49])[CH3:50])[CH3:51].[CH3:11][N:12]1[CH2:13][CH2:14][O:15][CH2:16][CH2:17]1.[Cl:82][CH2:83][Cl:84].[OH:1][n:2]1[c:3]2[cH:4][cH:5][cH:6][cH:7][c:8]2[n:9][n:10]1>>[C:18]([CH3:19])(=[O:20])[NH:21][CH:22]([CH2:23][CH2:24][CH2:25][CH2:26][NH:27][C:28](=[O:29])[O:30][CH2:31][c:32]1[cH:33][cH:34][cH:35][cH:36][cH:37]1)[C:38](=[O:40])[CH:79]([CH:58]([C:57]([O:56][C:52]([CH3:53])([CH3:54])[CH3:55])=[O:81])[CH2:59][C:60]1([C:65]([NH:66][CH:67]2[CH2:68][CH2:69][CH:70]([C:73](=[O:74])[O:75][CH2:76][CH3:77])[CH2:71][CH2:72]2)=[O:78])[CH2:61][CH2:62][CH2:63][CH2:64]1)[NH2:80].